Dataset: the Open Reaction Database (ORD), a public repository of structured organic reaction records. Task: describe an organic reaction: reactants, conditions, products, and yield Reactants: O=C([O-])[O-], CC(C)NCCN, O=[N+]([O-])c1ccc(F)cc1, [K+], [K+], CN(C)C=O. Yields the product CC(C)NCCNc1ccc([N+](=O)[O-])cc1. Reaction SMILES: [C:8](=[O:9])([O-:10])[O-:11].[CH:1]([CH3:2])([CH3:3])[NH:4][CH2:5][CH2:6][NH2:7].[F:14][c:15]1[cH:16][cH:17][c:18]([N+:21](=[O:22])[O-:23])[cH:19][cH:20]1.[K+:12].[K+:13].[O:24]=[CH:25][N:26]([CH3:27])[CH3:28]>>[CH:1]([CH3:2])([CH3:3])[NH:4][CH2:5][CH2:6][NH:7][c:15]1[cH:16][cH:17][c:18]([N+:21](=[O:22])[O-:23])[cH:19][cH:20]1. Reactants: C(C)N1CCOCC1 (N-ethylmorpholine), C=1C=CC2=C(C1)N=NN2O (HOBt), Cl.C(C1=CC=CC=C1)OC(=O)C1NC2CCCCC2C1 (octahydroindole-2-carboxylic acid benzyl ester hydrochloride), C1(CCCCC1)N=C=NC1CCCCC1 (dicyclohexylcarbodiimide), N([C@@H](C)C(=O)O)C(=O)OC(C)(C)C (Boc-Ala-OH). Run in CN(C=O)C (dimethylformamide). Conditions: time 15 hour. Product: C(C1=CC=CC=C1)OC(=O)C1N(C2CCCCC2C1)C([C@@H](NC(=O)OC(C)(C)C)C)=O (N-tertiary-Butyloxycarbonyl-alanyl-octahydroindole-2-carboxylic acid benzyl ester). RXN SMILES: [NH:1]([C:7]([O:9][C:10]([CH3:13])([CH3:12])[CH3:11])=[O:8])[C@H:2]([C:4]([OH:6])=O)[CH3:3].C(N1CCOCC1)C.C1C=CC2N(O)N=NC=2C=1.Cl.[CH2:33]([O:40][C:41]([CH:43]1[CH2:51][CH:50]2[CH:45]([CH2:46][CH2:47][CH2:48][CH2:49]2)[NH:44]1)=[O:42])[C:34]1[CH:39]=[CH:38][CH:37]=[CH:36][CH:35]=1.C1(N=C=NC2CCCCC2)CCCCC1>CN(C)C=O>[CH2:33]([O:40][C:41]([CH:43]1[CH2:51][CH:50]2[CH:45]([CH2:46][CH2:47][CH2:48][CH2:49]2)[N:44]1[C:4](=[O:6])[C@H:2]([CH3:3])[NH:1][C:7]([O:9][C:10]([CH3:13])([CH3:12])[CH3:11])=[O:8])=[O:42])[C:34]1[CH:35]=[CH:36][CH:37]=[CH:38][CH:39]=1 |f:3.4|. Reported procedure: 19 g of Boc-Ala-OH are dissolved in 100 ml of dimethylformamide, and 13 ml of N-ethylmorpholine, 13.5 g of HOBt and 29.6 g of octahydroindole-2-carboxylic acid benzyl ester hydrochloride are added to the solution. The mixture is cooled in an ice bath, 21 g of dicyclohexylcarbodiimide are added to it, and it is stirred for 15 hours at room temperature. The precipitated urea is filtered off under suction, and the filtrate is concentrated in vacuo and taken up in ethyl acetate. The solution is extr... The reactants are C(C)(C)(C)OC(=O)N1CCN(CC1)C(=O)C1CN(CC1)C1=CC(=C(C=C1)Cl)C1=NC2=C(N1)C=CC=C2 (4-{1-[3-(1H-Benzoimidazol-2-yl)-4-chloro-phenyl]-pyrrolidine-3-carbonyl}-piperazine-1-carboxylic acid tert-butyl ester), Cl (HCl). Solvent: CCOCC (Et2O). Reaction conditions: time 8 hour. Yields the product N1C(=NC2=C1C=CC=C2)C=2C=C(C=CC2Cl)N2CC(CC2)C(=O)N2CCNCC2 ({1-[3-(1H-Benzoimidazol-2-yl)-4-chloro-phenyl]-pyrrolidin-3-yl}-piperazin-1-yl-methanone). The yield is 58.1%. RXN SMILES: C(OC([N:8]1[CH2:13][CH2:12][N:11]([C:14]([CH:16]2[CH2:20][CH2:19][N:18]([C:21]3[CH:26]=[CH:25][C:24]([Cl:27])=[C:23]([C:28]4[NH:32][C:31]5[CH:33]=[CH:34][CH:35]=[CH:36][C:30]=5[N:29]=4)[CH:22]=3)[CH2:17]2)=[O:15])[CH2:10][CH2:9]1)=O)(C)(C)C.Cl>CCOCC>[NH:29]1[C:30]2[CH:36]=[CH:35][CH:34]=[CH:33][C:31]=2[N:32]=[C:28]1[C:23]1[CH:22]=[C:21]([N:18]2[CH2:19][CH2:20][CH:16]([C:14]([N:11]3[CH2:10][CH2:9][NH:8][CH2:13][CH2:12]3)=[O:15])[CH2:17]2)[CH:26]=[CH:25][C:24]=1[Cl:27]. Procedure details: Method G—Step b To a mixture of 4-{1-[3-(1H-Benzoimidazol-2-yl)-4-chloro-phenyl]-pyrrolidine-3-carbonyl}-piperazine-1-carboxylic acid tert-butyl ester (0.11 g, 0.21 mmol) in dcm (1 mL), 2M HCl in Et2O (4 mL) was added. The mixture was stirred at room temperature overnight, the precipitate obtained was filtered off, and washed with Et2O. The precipitate was then recovered in saturated NaHCO3 solution (3 mL), extracted with dcm (2×3 mL), solvent removed and the crude filtered through an SCX cartri... Isolated yield 43.7%. Yields the product ClC=1C=C2C=3N(C(C(NC3C1)=O)=O)[C@@H](CC2)CC(NC2=C(C=C(C=C2)CNC(=O)OC(C)(C)C)C(OC(C)=O)C(=O)OC)=O ((5S)-9-Chloro-5-[p-tert-butoxycarbonylaminomethyl-o-(1-methoxycarbonyl-1-acetoxymethyl) phenylcarbamoylmethyl]-6,7-dihydro-1H, 5H-pyrido[1,2,3-de]quinoxaline-2,3-dione). Reactants: C(C)(C)(C)OC(=O)NCC1=CC(=C(N)C=C1)C(OC(C)=O)C(=O)OC (4-tert-butoxycarbonylaminomethyl-2-(1-methoxycarbonyl-1-acetoxymethyl) aniline), ClC=1C=C2C=3N(C(C(NC3C1)=O)=O)[C@@H](CC2)CC(=O)O ((S)-9-chloro-5-carboxymethyl-6,7-dihydro-1H, 5H-pyrido[1,2,3-de]quinoxaline-2,3-dione). Procedure details: A procedure similar to that described in Example 9-7) was performed with 4-tert-butoxycarbonylaminomethyl-2-(1-methoxycarbonyl-1-acetoxymethyl) aniline (500 mg, 1 mmol) and (S)-9-chloro-5-carboxymethyl-6,7-dihydro-1H, 5H-pyrido[1,2,3-de]quinoxaline-2,3-dione (413 mg, 1.4 mmol) to give 275 mg of the title compound (43.7%). As a reaction SMILES: [C:1]([O:5][C:6]([NH:8][CH2:9][C:10]1[CH:16]=[CH:15][C:13]([NH2:14])=[C:12]([CH:17]([C:22]([O:24][CH3:25])=[O:23])[O:18][C:19](=[O:21])[CH3:20])[CH:11]=1)=[O:7])([CH3:4])([CH3:3])[CH3:2].[Cl:26][C:27]1[CH:28]=[C:29]2[CH2:41][CH2:40][C@@H:39]([CH2:42][C:43](O)=[O:44])[N:31]3[C:32](=[O:38])[C:33](=[O:37])[NH:34][C:35]([CH:36]=1)=[C:30]23>>[Cl:26][C:27]1[CH:28]=[C:29]2[CH2:41][CH2:40][C@@H:39]([CH2:42][C:43](=[O:44])[NH:14][C:13]3[CH:15]=[CH:16][C:10]([CH2:9][NH:8][C:6]([O:5][C:1]([CH3:4])([CH3:2])[CH3:3])=[O:7])=[CH:11][C:12]=3[CH:17]([C:22]([O:24][CH3:25])=[O:23])[O:18][C:19](=[O:21])[CH3:20])[N:31]3[C:32](=[O:38])[C:33](=[O:37])[NH:34][C:35]([CH:36]=1)=[C:30]23. Reactants: intermediate 179, C(#C)C1=C(CNC(=O)C=2N=C3C(OCCN3C(C2OCC2=CC=CC=C2)=O)(C)C)C=CC(=C1)F (N-(2-ethynyl-4-fluorobenzyl)-3-(benzyloxy)-9,9-dimethyl-4-oxo-4,6,7,9-tetrahydropyrimido[2,1-c][1,4]oxazine-2-carboxamide), C([O-])(O)=O.[K+] (potassium bicarbonate), BrC(=NO)Br (dibromoformaldoxime), BrC(=NO)Br (dibromoformaldoxime), C([O-])(O)=O.[K+] (potassium bicarbonate). Solvent: C(C)(=O)OCC (ethyl acetate), O (water), C(C)(=O)OCC (ethyl acetate). Run at temperature 22 celsius, time 1 hour. Yields the product BrC1=NOC(=C1)C1=C(CNC(=O)C=2N=C3C(OCCN3C(C2OCC2=CC=CC=C2)=O)(C)C)C=CC(=C1)F (N-(2-(3-Bromoisoxazol-5-yl)-4-fluorobenzyl)-3-(benzyloxy)-9,9-dimethyl-4-oxo-4,6,7,9-tetrahydropyrimido[2,1-c][1,4]oxazine-2-carboxamide). The yield is 67.7%. RXN SMILES: [C:1]([C:3]1[CH:33]=[C:32]([F:34])[CH:31]=[CH:30][C:4]=1[CH2:5][NH:6][C:7]([C:9]1[N:10]=[C:11]2[N:16]([C:17](=[O:27])[C:18]=1[O:19][CH2:20][C:21]1[CH:26]=[CH:25][CH:24]=[CH:23][CH:22]=1)[CH2:15][CH2:14][O:13][C:12]2([CH3:29])[CH3:28])=[O:8])#[CH:2].C(=O)(O)[O-].[K+].[Br:40][C:41](Br)=[N:42][OH:43]>C(OCC)(=O)C.O>[Br:40][C:41]1[CH:2]=[C:1]([C:3]2[CH:33]=[C:32]([F:34])[CH:31]=[CH:30][C:4]=2[CH2:5][NH:6][C:7]([C:9]2[N:10]=[C:11]3[N:16]([C:17](=[O:27])[C:18]=2[O:19][CH2:20][C:21]2[CH:26]=[CH:25][CH:24]=[CH:23][CH:22]=2)[CH2:15][CH2:14][O:13][C:12]3([CH3:29])[CH3:28])=[O:8])[O:43][N:42]=1 |f:1.2|. Procedure: A solution of intermediate 179, N-(2-ethynyl-4-fluorobenzyl)-3-(benzyloxy)-9,9-dimethyl-4-oxo-4,6,7,9-tetrahydropyrimido[2,1-c][1,4]oxazine-2-carboxamide (0.350 g, 0.76 mmol) in a mixture of ethyl acetate (10 ml) and water (2 ml) was treated with potassium bicarbonate (0.230 g, 2.3 mmol) followed by dibromoformaldoxime (0.354 g, 1.75 mmol) (D. M. Vyas, Y. Chiang and T. W. Doyle, Tetrahedron Letters, 1984, 25, 487–490) and the resulting mixture stirred at 22° C. After 1 h, identical quantities of... Starting materials: Cl (HCl), C[O-].[Na+] (NaOMe), ClC1=CC=C(C=N1)C=1SC=C(N1)C(=O)OCC (ethyl 2-(6-chloro-3-pyridyl)thiazole-4-carboxylate), C[O-].[Na+] (NaOMe), ClC1=CC=C(C=N1)C1(SC=CN1)C(=O)O (2-(6-chloro-3-pyridyl)thiazole carboxylic acid), C[O-].[Na+] (NaOMe), ethyl ester, methyl ester, ester. Run in CO (MeOH). Conditions: time 15 hour. Yields the product COC1=CC=C(C=N1)C=1SC=C(N1)C(=O)O (2-(6-Methoxy-3-pyridyl)thiazole-4-carboxylic acid). As a reaction SMILES: Cl[C:2]1[N:7]=[CH:6][C:5]([C:8]2[S:9][CH:10]=[C:11]([C:13]([O:15]CC)=[O:14])[N:12]=2)=[CH:4][CH:3]=1.C[O-].[Na+].ClC1N=CC(C2([C:33](O)=[O:34])NC=CS2)=CC=1.Cl>CO>[CH3:33][O:34][C:2]1[N:7]=[CH:6][C:5]([C:8]2[S:9][CH:10]=[C:11]([C:13]([OH:15])=[O:14])[N:12]=2)=[CH:4][CH:3]=1 |f:1.2|. Procedure: To a solution of the ethyl 2-(6-chloro-3-pyridyl)thiazole-4-carboxylate (0.61 g, 2.3 mmol) and MeOH (50 mL) was added solid NaOMe (135 mg, 2.5 mmol) and stirred at RT. After 3 h the ethyl ester transesterified to the methyl ester. NaOMe (1 eq, 135 mg) was added and the mixture was heated to reflux. After 15 h, the ester hydrolyzed to the 2-(6-chloro-3-pyridyl)thiazole carboxylic acid. NaOMe (2 eq) was added and the reaction was heated at reflux for 18 h. The mixture was acidified to pH 5 with co... Reactants: N1=CC(=CC=C1)CCC(=O)O (3-pyridinepropanoic acid), C(C)(C)(C)OC(=O)N1CCNCC1 (t-butyloxycarbonyl piperazine). The product is white solid, O=C(CCC=1C=NC=CC1)N1CCN(CC1)C(=O)OC(C)(C)C (1,1-dimethylethyl 4-[1-oxo-3-(3-pyridinyl)propyl]-1-piperazinecarboxylate). As a reaction SMILES: [N:1]1[CH:6]=[CH:5][CH:4]=[C:3]([CH2:7][CH2:8][C:9]([OH:11])=O)[CH:2]=1.[C:12]([O:16][C:17]([N:19]1[CH2:24][CH2:23][NH:22][CH2:21][CH2:20]1)=[O:18])([CH3:15])([CH3:14])[CH3:13]>>[O:11]=[C:9]([N:22]1[CH2:21][CH2:20][N:19]([C:17]([O:16][C:12]([CH3:15])([CH3:14])[CH3:13])=[O:18])[CH2:24][CH2:23]1)[CH2:8][CH2:7][C:3]1[CH:2]=[N:1][CH:6]=[CH:5][CH:4]=1. Procedure details: A sample of 3-pyridinepropanoic acid (0.1 g, 0.7 mmol) was reacted with t-butyloxycarbonyl piperazine (0.19 g, 1.0 mmol) by the method of Example 26 to produce 95 mg of the white solid title compound after chromatography.